From a dataset of the Open Reaction Database (ORD), a public repository of structured organic reaction records. describe an organic reaction: reactants, conditions, products, and yield Reactants: ClC1=CN=C2CCC(N(C2=C1)C1CCN(CC1)C(=O)OC(C)(C)C)=O (tert-butyl 4-(7-chloro-2-oxo-3,4-dihydro-1,5-naphthyridin-1(2H)-yl)piperidine-1-carboxylate), [H-].[Na+] (sodium hydride), C(OCC)(OCC)=O (diethyl carbonate), CI (methyl iodide). The solvent is O1CCCC1 (tetrahydrofuran), O (Water). Run at temperature 70 celsius, time 4 hour. The product is C(C)(C)(C)OC(=O)N1CCC(CC1)N1C(C(CC2=NC=C(C=C12)Cl)(C(=O)OCC)C)=O (ethyl 1-[1-(tert-butoxycarbonyl)piperidin-4-yl]-7-chloro-3-methyl-2-oxo-1,2,3,4-tetrahydro-1,5-naphthyridine-3-carboxylate). RXN SMILES: [Cl:1][C:2]1[CH:11]=[C:10]2[C:5]([CH2:6][CH2:7][C:8](=[O:25])[N:9]2[CH:12]2[CH2:17][CH2:16][N:15]([C:18]([O:20][C:21]([CH3:24])([CH3:23])[CH3:22])=[O:19])[CH2:14][CH2:13]2)=[N:4][CH:3]=1.[H-].[Na+].[C:28](=O)([O:32]CC)[O:29][CH2:30][CH3:31].[CH3:36]I>O.O1CCCC1>[C:21]([O:20][C:18]([N:15]1[CH2:16][CH2:17][CH:12]([N:9]2[C:10]3[C:5](=[N:4][CH:3]=[C:2]([Cl:1])[CH:11]=3)[CH2:6][C:7]([CH3:36])([C:28]([O:29][CH2:30][CH3:31])=[O:32])[C:8]2=[O:25])[CH2:13][CH2:14]1)=[O:19])([CH3:22])([CH3:24])[CH3:23] |f:1.2|. Reported procedure: To a tetrahydrofuran solution (10 ml) of tert-butyl 4-(7-chloro-2-oxo-3,4-dihydro-1,5-naphthyridin-1(2H)-yl)piperidine-1-carboxylate (Reference Example 9-3) (500 mg) were added at 0° C. sodium hydride (161 mg) and diethyl carbonate (0.66 ml). After the reaction solution was stirred at 70° C. for 4 hours, methyl iodide (0.171 ml) was added at 0° C., and stirred at room temperature for 6 hours. Water was added to the reaction solution at 0° C., and extracted with ethyl acetate. The collected organ... Starting materials: c1ccc(CN2CCc3[nH]c4cccc(N=C(c5ccccc5)c5ccccc5)c4c3CC2)cc1, Cl, C1CCOC1. The product is Nc1cccc2[nH]c3c(c12)CCN(Cc1ccccc1)CC3. Reaction SMILES: [C:1]([c:2]1[cH:3][cH:4][cH:5][cH:6][cH:7]1)([c:8]1[cH:9][cH:10][cH:11][cH:12][cH:13]1)=[N:14][c:15]1[c:16]2[c:17]3[c:18]([nH:19][c:20]2[cH:21][cH:22][cH:23]1)[CH2:24][CH2:25][N:26]([CH2:29][c:30]1[cH:31][cH:32][cH:33][cH:34][cH:35]1)[CH2:27][CH2:28]3.[ClH:36].[O:37]1[CH2:38][CH2:39][CH2:40][CH2:41]1>>[NH2:14][c:15]1[c:16]2[c:17]3[c:18]([nH:19][c:20]2[cH:21][cH:22][cH:23]1)[CH2:24][CH2:25][N:26]([CH2:29][c:30]1[cH:31][cH:32][cH:33][cH:34][cH:35]1)[CH2:27][CH2:28]3.